describe an organic reaction: reactants, conditions, products, and yield From a dataset of the Open Reaction Database (ORD), a public repository of structured organic reaction records. Starting materials: CCCCSCC(=O)O, C(=NC1CCCCC1)=NC1CCCCC1, ClCCl, Clc1ccc(CNc2cccnc2)cc1. Yields the product CCCCSCC(=O)N(Cc1ccc(Cl)cc1)c1cccnc1. RXN SMILES: [CH2:16]([CH2:17][CH2:18][CH3:19])[S:20][CH2:21][C:22](=[O:23])[OH:24].[CH:25]1([N:26]=[C:27]=[N:28][CH:29]2[CH2:30][CH2:31][CH2:32][CH2:33][CH2:34]2)[CH2:35][CH2:36][CH2:37][CH2:38][CH2:39]1.[Cl:40][CH2:41][Cl:42].[n:1]1[cH:2][c:3]([NH:7][CH2:8][c:9]2[cH:10][cH:11][c:12]([Cl:15])[cH:13][cH:14]2)[cH:4][cH:5][cH:6]1>>[n:1]1[cH:2][c:3]([N:7]([CH2:8][c:9]2[cH:10][cH:11][c:12]([Cl:15])[cH:13][cH:14]2)[C:22]([CH2:21][S:20][CH2:16][CH2:17][CH2:18][CH3:19])=[O:23])[cH:4][cH:5][cH:6]1.